From a dataset of the Open Reaction Database (ORD), a public repository of structured organic reaction records. describe an organic reaction: reactants, conditions, products, and yield The reactants are [Al+3], COC(=O)Cc1ccc(C(=O)c2ccc(OC)cc2)cc1, [Cl-], [Cl-], [Cl-], O, c1ccccc1. Yields the product COC(=O)Cc1ccc(C(=O)c2ccc(O)cc2)cc1. RXN SMILES: [Al+3:23].[CH3:1][O:2][c:3]1[cH:4][cH:5][c:6]([C:9](=[O:10])[c:11]2[cH:12][cH:13][c:14]([CH2:17][C:18](=[O:19])[O:20][CH3:21])[cH:15][cH:16]2)[cH:7][cH:8]1.[Cl-:22].[Cl-:24].[Cl-:25].[OH2:26].[cH:27]1[cH:28][cH:29][cH:30][cH:31][cH:32]1>>[OH:2][c:3]1[cH:4][cH:5][c:6]([C:9](=[O:10])[c:11]2[cH:12][cH:13][c:14]([CH2:17][C:18](=[O:19])[O:20][CH3:21])[cH:15][cH:16]2)[cH:7][cH:8]1. Starting materials: [Li]CCCC (nBuLi), BrCCBr (1,2-dibromoethane), BrC1=CC=C2CC(NC2=C1)=O (6-bromoindolin-2-one), C(C)(C)NC(C)C (diisopropylamine). Solvent: O1CCCC1 (tetrahydrofuran), O1CCCC1 (tetrahydrofuran). Conditions: temperature 0 celsius, time 20 hour. The product is BrC1=CC=C2C3(C(NC2=C1)=O)CC3 (6′-Bromospiro[cyclopropane-1,3′-indolin]-2′-one), crystals. RXN SMILES: [Br:1][C:2]1[CH:10]=[C:9]2[C:5]([CH2:6][C:7](=[O:11])[NH:8]2)=[CH:4][CH:3]=1.[CH:12](NC(C)C)(C)[CH3:13].[Li]CCCC.BrCCBr>O1CCCC1>[Br:1][C:2]1[CH:10]=[C:9]2[C:5]([C:6]3([CH2:13][CH2:12]3)[C:7](=[O:11])[NH:8]2)=[CH:4][CH:3]=1. Reported procedure: A solution of 6-bromoindolin-2-one (2 g, 9.43 mmol) and diisopropylamine (2.00 g, 2.82 ml, 19.8 mmol) in tetrahydrofuran (16 ml) was cooled to −25° C. and a solution of nBuLi (1.6 M in hexane, 23.6 ml, 37.7 mmol) was added dropwise. The reaction mixture was warmed to 0° C. and a solution of 1,2-dibromoethane (5.32 g, 2.44 ml, 28.3 mmol) in tetrahydrofuran (2 ml) was added dropwise. The reaction mixture was warmed to room temperature, stirred for 20 hours and carefully quenched with brine (2 ml) ...